Dataset: the Open Reaction Database (ORD), a public repository of structured organic reaction records. Task: describe an organic reaction: reactants, conditions, products, and yield Starting materials: OC1=C(C=C(C=C1)N1N=C(C=C1C(=O)OC(C)(C)C)C(C)C)[N+](=O)[O-] (tert-butyl 1-(4-hydroxy-3-nitrophenyl)-3-isopropyl-1H-pyrazole-5-carboxylate). The reagents and catalysts are [Pd] (palladium on carbon). The solvent is C(C)(=O)OCC.CO (ethyl acetate methanol). The product is NC=1C=C(C=CC1O)N1N=C(C=C1C(=O)OC(C)(C)C)C(C)C (tert-butyl 1-(3-amino-4-hydroxyphenyl)-3-isopropyl-1H-pyrazole-5-carboxylate). As a reaction SMILES: [OH:1][C:2]1[CH:7]=[CH:6][C:5]([N:8]2[C:12]([C:13]([O:15][C:16]([CH3:19])([CH3:18])[CH3:17])=[O:14])=[CH:11][C:10]([CH:20]([CH3:22])[CH3:21])=[N:9]2)=[CH:4][C:3]=1[N+:23]([O-])=O>C(OCC)(=O)C.CO.[Pd]>[NH2:23][C:3]1[CH:4]=[C:5]([N:8]2[C:12]([C:13]([O:15][C:16]([CH3:18])([CH3:17])[CH3:19])=[O:14])=[CH:11][C:10]([CH:20]([CH3:22])[CH3:21])=[N:9]2)[CH:6]=[CH:7][C:2]=1[OH:1] |f:1.2|. Reported procedure: To a solution of tert-butyl 1-(4-hydroxy-3-nitrophenyl)-3-isopropyl-1H-pyrazole-5-carboxylate (0.27 g, 0.78 mmol) in ethyl acetate/methanol (1:1, 10 mL) was added palladium on carbon (30 mg) and the mixture was hydrogenated (50 psi) overnight under Parr. The solution was filtered and washed with methanol. The combined filtrate was concentrated to afford tert-butyl 1-(3-amino-4-hydroxyphenyl)-3-isopropyl-1H-pyrazole-5-carboxylate. The crude tert-butyl 1-(3-amino-4-hydroxyphenyl)-3-isopropyl-1H-py... The reactants are [H-], [Na+], C1CCOC1, O=S(=O)(Cl)c1ccccc1, c1cc(-c2n[nH]c(-c3ccncc3)n2)ccn1. Product: O=S(=O)(c1ccccc1)n1nc(-c2ccncc2)nc1-c1ccncc1. Reaction SMILES: [H-:18].[Na+:19].[O:30]1[CH2:31][CH2:32][CH2:33][CH2:34]1.[c:20]1([S:26](=[O:27])(=[O:28])[Cl:29])[cH:21][cH:22][cH:23][cH:24][cH:25]1.[n:1]1[cH:2][cH:3][c:4](-[c:7]2[n:8][nH:9][c:10](-[c:12]3[cH:13][cH:14][n:15][cH:16][cH:17]3)[n:11]2)[cH:5][cH:6]1>>[n:1]1[cH:2][cH:3][c:4](-[c:7]2[n:8]([S:26]([c:20]3[cH:21][cH:22][cH:23][cH:24][cH:25]3)(=[O:27])=[O:28])[n:9][c:10](-[c:12]3[cH:13][cH:14][n:15][cH:16][cH:17]3)[n:11]2)[cH:5][cH:6]1. Starting materials: CC(=O)[O-], CC(=O)[O-], CC(C)c1cc(C(=O)OC(C)(C)C)[nH]n1, ClCCl, [Cu+2], O=[N+]([O-])c1cc(B(O)O)ccc1F. Yields the product CC(C)c1cc(C(=O)OC(C)(C)C)n(-c2ccc(F)c([N+](=O)[O-])c2)n1. As a reaction SMILES: [C:32]([O-:33])(=[O:34])[CH3:35].[C:37]([O-:38])(=[O:39])[CH3:40].[CH:14]([CH3:15])([CH3:16])[c:17]1[n:18][nH:19][c:20]([C:22](=[O:23])[O:24][C:25]([CH3:26])([CH3:27])[CH3:28])[cH:21]1.[Cl:29][CH2:30][Cl:31].[Cu+2:36].[F:1][c:2]1[c:3]([N+:11](=[O:12])[O-:13])[cH:4][c:5]([B:8]([OH:9])[OH:10])[cH:6][cH:7]1>>[F:1][c:2]1[c:3]([N+:11](=[O:12])[O-:13])[cH:4][c:5](-[n:19]2[n:18][c:17]([CH:14]([CH3:15])[CH3:16])[cH:21][c:20]2[C:22](=[O:23])[O:24][C:25]([CH3:26])([CH3:27])[CH3:28])[cH:6][cH:7]1. Reactants: CCNC(=O)C1OC(n2cnc3c(Cl)nc(I)nc32)C(OC(=O)c2ccccc2)C1OC(=O)c1ccccc1, NC(CO)Cc1ccccc1. The product is CCNC(=O)C1OC(n2cnc3c(NC(CO)Cc4ccccc4)nc(I)nc32)C(OC(=O)c2ccccc2)C1OC(=O)c1ccccc1. Reaction SMILES: [C:1]([c:2]1[cH:3][cH:4][cH:5][cH:6][cH:7]1)(=[O:8])[O:9][CH:10]1[CH:11]([n:29]2[c:30]3[n:31][c:32]([I:39])[n:33][c:34]([Cl:38])[c:35]3[n:36][cH:37]2)[O:12][CH:13]([C:24](=[O:25])[NH:26][CH2:27][CH3:28])[CH:14]1[O:15][C:16]([c:17]1[cH:18][cH:19][cH:20][cH:21][cH:22]1)=[O:23].[NH2:40][CH:41]([CH2:42][OH:43])[CH2:44][c:45]1[cH:46][cH:47][cH:48][cH:49][cH:50]1>>[C:1]([c:2]1[cH:3][cH:4][cH:5][cH:6][cH:7]1)(=[O:8])[O:9][CH:10]1[CH:11]([n:29]2[c:30]3[n:31][c:32]([I:39])[n:33][c:34]([NH:40][CH:41]([CH2:42][OH:43])[CH2:44][c:45]4[cH:46][cH:47][cH:48][cH:49][cH:50]4)[c:35]3[n:36][cH:37]2)[O:12][CH:13]([C:24](=[O:25])[NH:26][CH2:27][CH3:28])[CH:14]1[O:15][C:16]([c:17]1[cH:18][cH:19][cH:20][cH:21][cH:22]1)=[O:23].